From a dataset of the Open Reaction Database (ORD), a public repository of structured organic reaction records. describe an organic reaction: reactants, conditions, products, and yield The reactants are [O-]CC.[Na+] (sodium ethoxide), P(OCC)(OCC)[O-] (diethyl phosphite), O=C(C)C=C(C)C (mesityl oxide), C([O-])([O-])=O.[NH4+].[NH4+] (ammonium carbonate), [C-]#N.[K+] (potassium cyanide). Solvent: O (water), C(C)O (ethanol), C(C)O (ethanol), C(Cl)(Cl)Cl (chloroform). Run at temperature 30 celsius. Yields the product CC1(C(NC(N1)=O)=O)CC(C)(C)P(=O)(OCC)OCC (5-methyl-5-(2-diethylphosphono-2-methylpropyl)hydantoin). Isolated yield 420.3%. RXN SMILES: [P:1]([O-:8])([O:5][CH2:6][CH3:7])[O:2][CH2:3][CH3:4].O=[C:10]([CH:12]=[C:13]([CH3:15])[CH3:14])[CH3:11].[O-:16][CH2:17]C.[Na+].[C:20](=[O:23])([O-])[O-].[NH4+:24].[NH4+:25].[C-]#N.[K+]>C(O)C.C(Cl)(Cl)Cl.O>[CH3:11][C:10]1([CH2:12][C:13]([P:1]([O:5][CH2:6][CH3:7])([O:2][CH2:3][CH3:4])=[O:8])([CH3:15])[CH3:14])[NH:25][C:20](=[O:23])[NH:24][C:17]1=[O:16] |f:2.3,4.5.6,7.8|. Reported procedure: To a mixture of 829 grams (6 moles) of diethyl phosphite and 589 grams (6 moles) of mesityl oxide contained in a 12 liter three-necked flask fitted with stirrer, thermometer and powder funnel was gradually added a solution of 81.6 grams (1.2 moles) of sodium ethoxide in 400 grams of ethanol with water bath cooling, over a period of 8 minutes. The addition reaction was strongly exothermic and the reaction mixture reached a peak temperature of 130° C. during the period. The reaction mixture was co... The reactants are CNC, CCO, Cl, CC(=O)CCc1ccc(O)cc1, [Pd]. Yields the product CC(CCc1ccc(O)cc1)N(C)C. As a reaction SMILES: [CH3:13][NH:14][CH3:15].[CH3:16][CH2:17][OH:18].[ClH:19].[OH:1][c:2]1[cH:3][cH:4][c:5]([CH2:8][CH2:9][C:10]([CH3:11])=[O:12])[cH:6][cH:7]1.[Pd:20]>>[OH:1][c:2]1[cH:3][cH:4][c:5]([CH2:8][CH2:9][CH:10]([CH3:11])[N:14]([CH3:13])[CH3:15])[cH:6][cH:7]1. Reactants: BrB(Br)Br, CCc1cc(CCC2(C3CCCC3)CC(O)=C(Cc3nc4ncc(C)cn4n3)C(=O)O2)c(OC)cc1O, ClCCl, Cl. The product is CCc1cc(CCC2(C3CCCC3)CC(O)=C(Cc3nc4ncc(C)cn4n3)C(=O)O2)c(O)cc1O. As a reaction SMILES: [B:1]([Br:2])([Br:3])[Br:4].[CH:5]1([C:10]2([CH2:29][CH2:30][c:31]3[c:32]([O:40][CH3:41])[cH:33][c:34]([OH:39])[c:35]([CH2:37][CH3:38])[cH:36]3)[CH2:11][C:12]([OH:28])=[C:13]([CH2:17][c:18]3[n:19][n:20]4[c:21]([n:22][cH:23][c:24]([CH3:26])[cH:25]4)[n:27]3)[C:14](=[O:16])[O:15]2)[CH2:6][CH2:7][CH2:8][CH2:9]1.[Cl:43][CH2:44][Cl:45].[ClH:42]>>[CH:5]1([C:10]2([CH2:29][CH2:30][c:31]3[c:32]([OH:40])[cH:33][c:34]([OH:39])[c:35]([CH2:37][CH3:38])[cH:36]3)[CH2:11][C:12]([OH:28])=[C:13]([CH2:17][c:18]3[n:19][n:20]4[c:21]([n:22][cH:23][c:24]([CH3:26])[cH:25]4)[n:27]3)[C:14](=[O:16])[O:15]2)[CH2:6][CH2:7][CH2:8][CH2:9]1. Reactants: C1=CCCC1, CC#N, CNc1ccccc1, [Na+], [OH-]. Yields the product CN1CC2CCCC2c2ccccc21. RXN SMILES: [CH2:9]1[CH2:10][CH:11]=[CH:12][CH2:13]1.[CH3:16][C:17]#[N:18].[CH3:1][NH:2][c:3]1[cH:4][cH:5][cH:6][cH:7][cH:8]1.[Na+:15].[OH-:14]>>[CH3:1][N:2]1[c:3]2[c:4]([cH:5][cH:6][cH:7][cH:8]2)[CH:12]2[CH:11]([CH2:10][CH2:9][CH2:13]2)[CH2:16]1.